This data is from the Open Reaction Database (ORD), a public repository of structured organic reaction records. The task is: describe an organic reaction: reactants, conditions, products, and yield Reactants: BrC=1C=NN(C1OC)C1=NC=C(C(=O)NCCCOC)C=C1 (6-(4-bromo-5-methoxy-1H-pyrazol-1-yl)-N-(3-methoxypropyl)nicotinamide), FC=1C=C(C#N)C=CC1B1OC(C(O1)(C)C)(C)C (3-fluoro-4-(4,4,5,5-tetramethyl-1,3,2-dioxaborolan-2-yl)benzonitrile), C([O-])(O)=O.[Na+] (sodium bicarbonate). Reagents/catalysts: C1=CC=C(C=C1)P([C-]2C=CC=C2)C3=CC=CC=C3.C1=CC=C(C=C1)P([C-]2C=CC=C2)C3=CC=CC=C3.Cl[Pd]Cl.[Fe+2].C(Cl)Cl (PdCl2(dppf) CH2Cl2). Run in O1CCOCC1 (dioxane), O (water), CCOC(=O)C (EtOAc). The product is C(#N)C1=CC(=C(C=C1)C=1C=NN(C1OC)C1=NC=C(C(=O)NCCCOC)C=C1)F (6-(4-(4-cyano-2-fluorophenyl)-5-methoxy-1H-pyrazol-1-yl)-N-(3-methoxypropyl)nicotinamide). As a reaction SMILES: Br[C:2]1[CH:3]=[N:4][N:5]([C:9]2[CH:22]=[CH:21][C:12]([C:13]([NH:15][CH2:16][CH2:17][CH2:18][O:19][CH3:20])=[O:14])=[CH:11][N:10]=2)[C:6]=1[O:7][CH3:8].[F:23][C:24]1[CH:25]=[C:26]([CH:29]=[CH:30][C:31]=1B1OC(C)(C)C(C)(C)O1)[C:27]#[N:28].C(=O)(O)[O-].[Na+]>O1CCOCC1.O.CCOC(C)=O.C1C=CC(P(C2C=CC=CC=2)[C-]2C=CC=C2)=CC=1.C1C=CC(P(C2C=CC=CC=2)[C-]2C=CC=C2)=CC=1.Cl[Pd]Cl.[Fe+2].C(Cl)Cl>[C:27]([C:26]1[CH:29]=[CH:30][C:31]([C:2]2[CH:3]=[N:4][N:5]([C:9]3[CH:22]=[CH:21][C:12]([C:13]([NH:15][CH2:16][CH2:17][CH2:18][O:19][CH3:20])=[O:14])=[CH:11][N:10]=3)[C:6]=2[O:7][CH3:8])=[C:24]([F:23])[CH:25]=1)#[N:28] |f:2.3,7.8.9.10.11|. Procedure details: Combined 6-(4-bromo-5-methoxy-1H-pyrazol-1-yl)-N-(3-methoxypropyl)nicotinamide (60 mg, 0.163 mmol), 3-fluoro-4-(4,4,5,5-tetramethyl-1,3,2-dioxaborolan-2-yl)benzonitrile (120 mg, 0.488 mmol), PdCl2(dppf)-CH2Cl2 adduct (19.91 mg, 0.024 mmol) and sodium bicarbonate (68.3 mg, 0.813 mmol) in dioxane (0.6 mL) and water (0.15 mL) and heated at 110° C. for 1 h in the microwave. The reaction mixture was diluted with EtOAc, concentrated onto Celite®, and purified on a 10 g NH silica gel column eluted with... Reactants: CI, C=CCC(c1ccc(Cl)c(Cl)c1)C1COC(=O)N1, [H-], [Na+], CN(C)C=O, O. The product is C=CCC(c1ccc(Cl)c(Cl)c1)C1COC(=O)N1C. RXN SMILES: [CH3:21][I:22].[Cl:1][c:2]1[cH:3][c:4]([CH:9]([CH2:10][CH:11]=[CH2:12])[CH:13]2[NH:14][C:15](=[O:18])[O:16][CH2:17]2)[cH:5][cH:6][c:7]1[Cl:8].[H-:20].[Na+:19].[O:23]=[CH:24][N:25]([CH3:26])[CH3:27].[OH2:28]>>[Cl:1][c:2]1[cH:3][c:4]([CH:9]([CH2:10][CH:11]=[CH2:12])[CH:13]2[N:14]([CH3:21])[C:15](=[O:18])[O:16][CH2:17]2)[cH:5][cH:6][c:7]1[Cl:8].